Dataset: the Open Reaction Database (ORD), a public repository of structured organic reaction records. Task: describe an organic reaction: reactants, conditions, products, and yield The reactants are CC=1C2=CC=CC=C2C(=C2C=CC=CC12)C (9,10-dimethylanthracene). The reagents and catalysts are [Cr](=O)([O-])[O-].[Cu+2] (copper chromite). Run in C1(=CC=CC=C1)C (toluene). Reaction conditions: time 1 hour. Yields the product CC1C2=CC=CC=C2C(C=2C=CC=CC12)C (9,10-Dihydro-9,10-dimethylanthracene). The yield is 8.0%. RXN SMILES: [CH3:1][C:2]1[C:3]2[C:8]([C:9]([CH3:16])=[C:10]3[C:15]=1[CH:14]=[CH:13][CH:12]=[CH:11]3)=[CH:7][CH:6]=[CH:5][CH:4]=2>[Cr]([O-])([O-])=O.[Cu+2].C1(C)C=CC=CC=1>[CH3:1][CH:2]1[C:3]2[CH:4]=[CH:5][CH:6]=[CH:7][C:8]=2[CH:9]([CH3:16])[C:10]2[C:15]1=[CH:14][CH:13]=[CH:12][CH:11]=2 |f:1.2|. Procedure details: 9,10-Dihydro-9,10-dimethylanthracene was prepared by hydrogenation of 9,10-dimethylanthracene with Girdler G-22 copper chromite catalyst in toluene at 120° C. and 1500 psi for 1 hour. The mixtures resulting from five such runs were combined and filtered, and the off-white solid product was isolated by evaporating the solvent. It was characterized by nmr spectroscopy.